This data is from the Open Reaction Database (ORD), a public repository of structured organic reaction records. The task is: describe an organic reaction: reactants, conditions, products, and yield Reactants: C(C)OC(=O)C1=C(N(C2=CC=CC=C12)C1=CC=CC=C1)CBr (2-bromomethyl-1-phenyl-1H-indole-3-carboxylic acid ethyl ester), C(C)OC(CNC(=O)OC(C)(C)C)=O (tert-butoxycarbonylamino-acetic acid ethyl ester). Product: C(C)OC(=O)C1=C(N(C2=CC=CC=C12)C1=CC=CC=C1)CN(CC(=O)OCC)C(=O)OC(C)(C)C (2-[(tert-Butoxycarbonyl-ethoxycarbonylmethyl-amino)-methyl]-1-phenyl-1H-indole-3-carboxylic acid ethyl ester). RXN SMILES: [CH2:1]([O:3][C:4]([C:6]1[C:14]2[C:9](=[CH:10][CH:11]=[CH:12][CH:13]=2)[N:8]([C:15]2[CH:20]=[CH:19][CH:18]=[CH:17][CH:16]=2)[C:7]=1[CH2:21]Br)=[O:5])[CH3:2].[CH2:23]([O:25][C:26](=[O:36])[CH2:27][NH:28][C:29]([O:31][C:32]([CH3:35])([CH3:34])[CH3:33])=[O:30])[CH3:24]>>[CH2:1]([O:3][C:4]([C:6]1[C:14]2[C:9](=[CH:10][CH:11]=[CH:12][CH:13]=2)[N:8]([C:15]2[CH:20]=[CH:19][CH:18]=[CH:17][CH:16]=2)[C:7]=1[CH2:21][N:28]([C:29]([O:31][C:32]([CH3:33])([CH3:35])[CH3:34])=[O:30])[CH2:27][C:26]([O:25][CH2:23][CH3:24])=[O:36])=[O:5])[CH3:2]. Reported procedure: Prepared in analogy to that of Example 1(c) from 2-bromomethyl-1-phenyl-1H-indole-3-carboxylic acid ethyl ester and tert-butoxycarbonylamino-acetic acid ethyl ester. The title compound, ESI MS (m/z): 503 (M+Na+). The reactants are COC(=O)c1ccc2c(CN(C(=O)OC(C)(C)C)c3ccc(N4CCOCC4)cc3)c[nH]c2c1, CI, [H-], [Na+], CN(C)C=O. The product is COC(=O)c1ccc2c(CN(C(=O)OC(C)(C)C)c3ccc(N4CCOCC4)cc3)cn(C)c2c1. RXN SMILES: [CH3:1][O:2][C:3](=[O:4])[c:5]1[cH:6][cH:7][c:8]2[c:9]([CH2:14][N:15]([c:16]3[cH:17][cH:18][c:19]([N:22]4[CH2:23][CH2:24][O:25][CH2:26][CH2:27]4)[cH:20][cH:21]3)[C:28](=[O:29])[O:30][C:31]([CH3:32])([CH3:33])[CH3:34])[cH:10][nH:11][c:12]2[cH:13]1.[CH3:37][I:38].[H-:36].[Na+:35].[O:39]=[CH:40][N:41]([CH3:42])[CH3:43]>>[CH3:1][O:2][C:3](=[O:4])[c:5]1[cH:6][cH:7][c:8]2[c:9]([CH2:14][N:15]([c:16]3[cH:17][cH:18][c:19]([N:22]4[CH2:23][CH2:24][O:25][CH2:26][CH2:27]4)[cH:20][cH:21]3)[C:28](=[O:29])[O:30][C:31]([CH3:32])([CH3:33])[CH3:34])[cH:10][n:11]([CH3:37])[c:12]2[cH:13]1. The yield is 85.2%. Run in C(C)(=O)OCC (ethyl acetate), C(C)(=O)OCC (ethyl acetate). Reagents/catalysts: ON1C(CCC1=O)=O (N-hydroxysuccinimide). Product: C(C1=CC=CC=C1)OC(=O)N[C@@H](CC1=CC=C(C=C1)O)C(=O)N1CCC(CC1)OCC(=O)OC(C)(C)C (t-butyl [[1-[N-[(benzyloxy)carbonyl]-L-tyrosyl]-4-piperidinyl]oxy]acetate). RXN SMILES: O.O.[CH2:3]([O:10][C:11]([NH:13][C@H:14]([C:23]([OH:25])=O)[CH2:15][C:16]1[CH:21]=[CH:20][C:19]([OH:22])=[CH:18][CH:17]=1)=[O:12])[C:4]1[CH:9]=[CH:8][CH:7]=[CH:6][CH:5]=1.[NH:26]1[CH2:31][CH2:30][CH:29]([O:32][CH2:33][C:34]([O:36][C:37]([CH3:40])([CH3:39])[CH3:38])=[O:35])[CH2:28][CH2:27]1.C1(N=C=NC2CCCCC2)CCCCC1>C(OCC)(=O)C.ON1C(=O)CCC1=O>[CH2:3]([O:10][C:11]([NH:13][C@H:14]([C:23]([N:26]1[CH2:27][CH2:28][CH:29]([O:32][CH2:33][C:34]([O:36][C:37]([CH3:40])([CH3:39])[CH3:38])=[O:35])[CH2:30][CH2:31]1)=[O:25])[CH2:15][C:16]1[CH:17]=[CH:18][C:19]([OH:22])=[CH:20][CH:21]=1)=[O:12])[C:4]1[CH:5]=[CH:6][CH:7]=[CH:8][CH:9]=1 |f:0.1.2|. Procedure details: 10.2 g (30 mmol) of N-(benzyloxycarbonyl)-L-tyrosine dihydrate, 6.48 g (30 mmol) of t-butyl (4-piperidinyloxy)acetate and 0.17 g (1.5 mmol) of N-hydroxysuccinimide were dissolved in 200 ml of ethyl acetate while stirring under argon. 6.5 g (31.5 mmol) of dicyclohexylcarbodiimide dissolved in 33 ml of ethyl acetate were added dropwise to the yellowish solution within 19 minutes. A suspension formed slowly and this was stirred at 22° for 22 hours. The precipitated dicyclohexylurea was filtered off... The reactants are O.O.C(C1=CC=CC=C1)OC(=O)N[C@@H](CC1=CC=C(C=C1)O)C(=O)O (N-(benzyloxycarbonyl)-L-tyrosine dihydrate), N1CCC(CC1)OCC(=O)OC(C)(C)C (t-butyl (4-piperidinyloxy)acetate), C1(CCCCC1)N=C=NC1CCCCC1 (dicyclohexylcarbodiimide). The reactants are [Al+3], CCOC(=O)N1CCC2Cc3c(C)cc(NCc4ccccc4)cc3C2C1, C1CCOC1, [H-], [H-], [H-], [H-], [Li+]. Product: Cc1cc(NCc2ccccc2)cc2c1CC1CCN(C)CC21. As a reaction SMILES: [Al+3:29].[CH2:1]([O:2][C:4](=[O:3])[N:6]1[CH2:7][CH2:8][CH:9]2[CH2:10][c:11]3[c:12]([CH3:27])[cH:13][c:14]([NH:19][CH2:20][c:21]4[cH:22][cH:23][cH:24][cH:25][cH:26]4)[cH:15][c:16]3[CH:17]2[CH2:18]1)[CH3:5].[CH2:34]1[O:35][CH2:36][CH2:37][CH2:38]1.[H-:28].[H-:31].[H-:32].[H-:33].[Li+:30]>>[CH3:4][N:6]1[CH2:7][CH2:8][CH:9]2[CH2:10][c:11]3[c:12]([CH3:27])[cH:13][c:14]([NH:19][CH2:20][c:21]4[cH:22][cH:23][cH:24][cH:25][cH:26]4)[cH:15][c:16]3[CH:17]2[CH2:18]1. The reactants are O=C([O-])O, CCO, Cc1ccccc1, CCCCCC, Cl, [Na+], CC(NC(=O)CC(CC(=O)C=Cc1c(C2CC2)nc2ccccc2c1-c1ccc(F)cc1)O[Si](C)(C)C(C)(C)C)c1ccccc1. RXN SMILES: [C:51](=[O:52])([OH:53])[O-:54].[CH3:47][CH2:48][OH:49].[CH3:56][c:57]1[cH:58][cH:59][cH:60][cH:61][cH:62]1.[CH3:63][CH2:64][CH2:65][CH2:66][CH2:67][CH3:68].[ClH:50].[Na+:55].[c:1]1([CH:7]([CH3:8])[NH:9][C:10]([CH2:11][CH:12]([CH2:13][C:14]([CH:15]=[CH:16][c:17]2[c:18]([CH:34]3[CH2:35][CH2:36]3)[n:19][c:20]3[cH:21][cH:22][cH:23][cH:24][c:25]3[c:26]2-[c:27]2[cH:28][cH:29][c:30]([F:33])[cH:31][cH:32]2)=[O:37])[O:38][Si:39]([C:40]([CH3:41])([CH3:42])[CH3:43])([CH3:44])[CH3:45])=[O:46])[cH:2][cH:3][cH:4][cH:5][cH:6]1>>[c:1]1([CH:7]([CH3:8])[NH:9][C:10]([CH2:11][CH:12]([CH2:13][C:14]([CH:15]=[CH:16][c:17]2[c:18]([CH:34]3[CH2:35][CH2:36]3)[n:19][c:20]3[cH:21][cH:22][cH:23][cH:24][c:25]3[c:26]2-[c:27]2[cH:28][cH:29][c:30]([F:33])[cH:31][cH:32]2)=[O:37])[OH:38])=[O:46])[cH:2][cH:3][cH:4][cH:5][cH:6]1. Yields the product CC(NC(=O)CC(O)CC(=O)C=Cc1c(C2CC2)nc2ccccc2c1-c1ccc(F)cc1)c1ccccc1. Starting materials: CN(C)C=O, OCc1cccc(F)c1O, N#C[Na], O. Yields the product N#CCc1cccc(F)c1O. As a reaction SMILES: [CH3:14][N:15]([CH3:16])[CH:17]=[O:18].[F:1][c:2]1[c:3]([OH:10])[c:4]([CH2:8][OH:9])[cH:5][cH:6][cH:7]1.[Na:11][C:12]#[N:13].[OH2:19]>>[F:1][c:2]1[c:3]([OH:10])[c:4]([CH2:8][C:12]#[N:13])[cH:5][cH:6][cH:7]1. Reactants: Nc1ccc(Br)cc1F, COc1cc2c(Cl)ncnc2cc1OCc1ccccc1, CC(C)O. The product is COc1cc2c(Nc3ccc(Br)cc3F)ncnc2cc1OCc1ccccc1, Cl. Reaction SMILES: [Br:22][c:23]1[cH:24][c:25]([F:30])[c:26]([NH2:27])[cH:28][cH:29]1.[CH2:1]([c:2]1[cH:3][cH:4][cH:5][cH:6][cH:7]1)[O:8][c:9]1[c:10]([O:20][CH3:21])[cH:11][c:12]2[c:13]([Cl:19])[n:14][cH:15][n:16][c:17]2[cH:18]1.[CH3:31][CH:32]([OH:33])[CH3:34]>>[CH2:1]([c:2]1[cH:3][cH:4][cH:5][cH:6][cH:7]1)[O:8][c:9]1[c:10]([O:20][CH3:21])[cH:11][c:12]2[c:13]([NH:27][c:26]3[c:25]([F:30])[cH:24][c:23]([Br:22])[cH:29][cH:28]3)[n:14][cH:15][n:16][c:17]2[cH:18]1.[ClH:19]. The reactants are COCOC1=C(C(C=CC2=CC(=C(C=C2)OCOC)OCOC)=O)C=CC(=C1)OCOC (2',3,4,4'-tetrakis(methoxymethoxy)chalcone). Reagents/catalysts: [Pd] (palladium/carbon). Yields the product COCOC1=C(C=CC(=C1)OCOC)C(CCC1=CC(=C(C=C1)OCOC)OCOC)=O (1-[2,4-bis(methoxymethoxy)phenyl]-3-[3,4-bis(methoxymethoxy)phenyl]-1-propanone). The yield is 97.4%. As a reaction SMILES: [CH3:1][O:2][CH2:3][O:4][C:5]1[CH:28]=[C:27]([O:29][CH2:30][O:31][CH3:32])[CH:26]=[CH:25][C:6]=1[C:7](=[O:24])[CH:8]=[CH:9][C:10]1[CH:15]=[CH:14][C:13]([O:16][CH2:17][O:18][CH3:19])=[C:12]([O:20][CH2:21][O:22][CH3:23])[CH:11]=1>[Pd]>[CH3:1][O:2][CH2:3][O:4][C:5]1[CH:28]=[C:27]([O:29][CH2:30][O:31][CH3:32])[CH:26]=[CH:25][C:6]=1[C:7](=[O:24])[CH2:8][CH2:9][C:10]1[CH:15]=[CH:14][C:13]([O:16][CH2:17][O:18][CH3:19])=[C:12]([O:20][CH2:21][O:22][CH3:23])[CH:11]=1. Procedure: Catalytic reduction of 5.05 g of the 2',3,4,4'-tetrakis(methoxymethoxy)chalcone obtained as the intermediate in Specific Example 19 was carried out by using 1.76 g of 5% palladium/carbon according to customary procedures. After the reaction, the reaction liquid was filtered and the solvent was removed from the filtrate by distillation to obtain 4.94 g (yield=97.3%) of 1-[2,4-bis(methoxymethoxy)phenyl]-3-[3,4-bis(methoxymethoxy)phenyl]-1-propanone. Starting materials: NC1=CC=C(CCN2C(C3=CC(=C(C=C3CC2)OC)OC)C)C=C1 (N-(4-aminophenethyl)-1,2,3,4-tetrahydro-6,7-dimethoxy-1-methylisoquinoline), C(=O)O (formic acid). Run in C1(=CC=CC=C1)C (toluene). Product: C(=O)NC1=CC=C(CCN2C(C3=CC(=C(C=C3CC2)OC)OC)C)C=C1 (N-(4-formamidophenethyl)-1,2,3,4-tetrahydro-6,7-dimethoxy-1-methylisoquinoline). The yield is 100.0%. As a reaction SMILES: [NH2:1][C:2]1[CH:24]=[CH:23][C:5]([CH2:6][CH2:7][N:8]2[CH2:17][CH2:16][C:15]3[C:10](=[CH:11][C:12]([O:20][CH3:21])=[C:13]([O:18][CH3:19])[CH:14]=3)[CH:9]2[CH3:22])=[CH:4][CH:3]=1.[CH:25](O)=[O:26]>C1(C)C=CC=CC=1>[CH:25]([NH:1][C:2]1[CH:3]=[CH:4][C:5]([CH2:6][CH2:7][N:8]2[CH2:17][CH2:16][C:15]3[C:10](=[CH:11][C:12]([O:20][CH3:21])=[C:13]([O:18][CH3:19])[CH:14]=3)[CH:9]2[CH3:22])=[CH:23][CH:24]=1)=[O:26]. Procedure details: To a stirred solution of N-(4-aminophenethyl)-1,2,3,4-tetrahydro-6,7-dimethoxy-1-methylisoquinoline (18.5 g, 0.056 m) in toluene (200 ml) under nitrogen was added 97% formic acid (25 ml) and the mixture heated to reflux, collecting the toluene insoluble material in a Dean-Stark tube. After 25 ml had been collected (ca 1 hr) the mixture was cooled and analyzed by TLC to insure completion. The mixture was poured into 500 ml H2O and basified to pH 11 with 10% NaOH, then extracted with CHCl3 (3×250 ... The reactants are B(OC(C)C)(OC(C)C)OC(C)C (triisopropyl borate), Cl (hydrochloric acid), C(CCC)[Li] (n-butyllithium), BrC1=CC(=C(C=C1)OCCC)F (1-bromo-3-fluoro-4-propoxybenzene). The solvent is O1CCCC1 (tetrahydrofuran), O1CCCC1 (tetrahydrofuran). Reaction conditions: temperature -70 celsius, time 15 minute. Product: FC=1C=C(C=CC1OCCC)B(O)O (3-Fluoro-4-propoxybenzeneboronic acid). Yield: 60.9%. Reaction SMILES: C([Li])CCC.Br[C:7]1[CH:12]=[CH:11][C:10]([O:13][CH2:14][CH2:15][CH3:16])=[C:9]([F:17])[CH:8]=1.[B:18](OC(C)C)([O:23]C(C)C)[O:19]C(C)C.Cl>O1CCCC1>[F:17][C:9]1[CH:8]=[C:7]([B:18]([OH:23])[OH:19])[CH:12]=[CH:11][C:10]=1[O:13][CH2:14][CH2:15][CH3:16]. Procedure details: A solution n-butyllithium (2.5 M in hexanes, 4.4 ml) was added dropwise over 5 minutes to a stirring solution of 1-bromo-3-fluoro-4-propoxybenzene (2.3 g) in tetrahydrofuran (10 ml) at -70° C. The solution was stirred at -70° C. for 15 minutes and then transferred by cannula to a solution of triisopropyl borate (4.14 g) in tetrahydrofuran (10 ml) at -78° C. Once addition was complete the mixture was stirred at room temperature for 30 minutes. A solution of dilute hydrochloric acid (2 M, 30 ml) w...